From a dataset of the Open Reaction Database (ORD), a public repository of structured organic reaction records. describe an organic reaction: reactants, conditions, products, and yield Starting materials: CCOC(=O)CC(C)=O, BrCCc1ccccc1, C[O-], CCO, [Na+]. The product is CCOC(=O)C(CCc1ccccc1)C(C)=O. RXN SMILES: [C:1]([CH2:2][C:3](=[O:4])[CH3:5])(=[O:6])[O:7][CH2:8][CH3:9].[CH2:13]([CH2:14][c:15]1[cH:16][cH:17][cH:18][cH:19][cH:20]1)[Br:21].[CH3:10][O-:11].[CH3:22][CH2:23][OH:24].[Na+:12]>>[C:1]([CH:2]([C:3](=[O:4])[CH3:5])[CH2:13][CH2:14][c:15]1[cH:16][cH:17][cH:18][cH:19][cH:20]1)(=[O:6])[O:7][CH2:8][CH3:9]. Reported procedure: According to the synthesis method of the compound 24, the compound 42a is used to synthesize the titled compound. Mp, 228°-230° C. Product: C(C)(C)(C)OC(CN(C(CNC(=O)NC=1C=C(C=CC1)C)=O)C1=C(C=CC=C1)C(C1=CC=C(C=C1)OC)=O)=O (tert-Butyl((2-(4-Methoxybenzoyl)phenyl)-(2-(3-m-tolylureido)acetyl)amino)acetate). Reactants: IC1=C(C=CC=C1)N(C(CNC(=O)NC=1C=C(C=CC1)C)=O)CC(=O)OC(C)(C)C (Tert-butyl ((2-iodophenyl)-(2-(3-m-tolylureido)acetyl)amino)acetate), COC1=CC=C(C(=O)C2=C(C=CC=C2)NC(CNC(=O)NC=2C=C(C=CC2)C)=O)C=C1 (N-(2-(4-Methoxybenzoyl)phenyl)-2-(3-m-tolylureido)acetamide). RXN SMILES: I[C:2]1[CH:7]=[CH:6][CH:5]=[CH:4][C:3]=1[N:8]([CH2:23][C:24]([O:26][C:27]([CH3:30])([CH3:29])[CH3:28])=[O:25])[C:9](=[O:22])[CH2:10][NH:11][C:12]([NH:14][C:15]1[CH:16]=[C:17]([CH3:21])[CH:18]=[CH:19][CH:20]=1)=[O:13].[CH3:31][O:32][C:33]1[CH:61]=[CH:60][C:36]([C:37](C2C=CC=CC=2NC(=O)CNC(NC2C=C(C)C=CC=2)=O)=[O:38])=[CH:35][CH:34]=1>>[C:27]([O:26][C:24](=[O:25])[CH2:23][N:8]([C:3]1[CH:4]=[CH:5][CH:6]=[CH:7][C:2]=1[C:37](=[O:38])[C:36]1[CH:60]=[CH:61][C:33]([O:32][CH3:31])=[CH:34][CH:35]=1)[C:9](=[O:22])[CH2:10][NH:11][C:12]([NH:14][C:15]1[CH:16]=[C:17]([CH3:21])[CH:18]=[CH:19][CH:20]=1)=[O:13])([CH3:30])([CH3:29])[CH3:28]. The yield is 88.0%. Product: CN1N=C(C=C1)NC(=O)C1=CC2=C(CC(O2)(C)C)C(=C1)OC1=CC(=C(C=C1)C#N)F (4-(4-Cyano-3-fluoro-phenoxy)-2,2-dimethyl-2,3-dihydro-benzofuran-6-carboxylic acid (1-methyl-1H-pyrazol-3-yl)-amide), solid. Procedure: The title compound was prepared in a similar manner as described for Example 1, from 3-amino-1-methyl-pyrazole (478 mg, 4.92 mmol) and 4-(4-cyano-3-fluoro-phenoxy)-2,2-dimethyl-2,3-dihydro-benzofuran-6-carboxylic acid methyl ester (183a) (168 mg, 0.49 mmol) to give a white solid (176 mg, 88% yield). 1H NMR (400 MHz, CDCl3) δ 9.19 (s, 1 H) 7.56 (dd, J=8.59, 7.33 Hz, 1 H) 7.16-7.32 (m, 1 H) 7.07 (d, J=3.03 Hz, 2 H) 6.68-6.83 (m, 3 H) 3.71 (s, 3 H) 2.87 (s, 2 H) 1.48 (s, 6 H); LCMS for C22H19FN4O3 ... Starting materials: NC1=NN(C=C1)C (3-amino-1-methyl-pyrazole), COC(=O)C1=CC2=C(CC(O2)(C)C)C(=C1)OC1=CC(=C(C=C1)C#N)F (4-(4-cyano-3-fluoro-phenoxy)-2,2-dimethyl-2,3-dihydro-benzofuran-6-carboxylic acid methyl ester). Reaction SMILES: [NH2:1][C:2]1[CH:6]=[CH:5][N:4]([CH3:7])[N:3]=1.C[O:9][C:10]([C:12]1[CH:22]=[C:21]([O:23][C:24]2[CH:29]=[CH:28][C:27]([C:30]#[N:31])=[C:26]([F:32])[CH:25]=2)[C:15]2[CH2:16][C:17]([CH3:20])([CH3:19])[O:18][C:14]=2[CH:13]=1)=O>>[CH3:7][N:4]1[CH:5]=[CH:6][C:2]([NH:1][C:10]([C:12]2[CH:22]=[C:21]([O:23][C:24]3[CH:29]=[CH:28][C:27]([C:30]#[N:31])=[C:26]([F:32])[CH:25]=3)[C:15]3[CH2:16][C:17]([CH3:20])([CH3:19])[O:18][C:14]=3[CH:13]=2)=[O:9])=[N:3]1. Starting materials: FC=1C=C(C=NC1)C1=CC(=NC(=N1)SC)N1[C@H](COCC1)C ((S)-4-(6-(5-fluoropyridin-3-yl)-2-(methylthio)pyrimidin-4-yl)-3-methylmorpholine), ClC1=NC(=NC(=C1)Cl)SC (4,6-dichloro-2-(methylthio)pyrimidine), FC=1C=CC(=C(C1)B(O)O)SC (5-fluoro-2-(methylthio)phenylboronic acid). Yields the product ClC1=NC(=NC(=C1)C1=C(C=CC(=C1)F)SC)SC (4-chloro-6-(5-fluoro-2-(methylthio)phenyl)-2-(methylthio)pyrimidine). RXN SMILES: FC1C=C(C2N=C(SC)N=C(N3CCOC[C@@H]3C)C=2)C=NC=1.[Cl:23][C:24]1[CH:29]=[C:28](Cl)[N:27]=[C:26]([S:31][CH3:32])[N:25]=1.[F:33][C:34]1[CH:35]=[CH:36][C:37]([S:43][CH3:44])=[C:38](B(O)O)[CH:39]=1>>[Cl:23][C:24]1[CH:29]=[C:28]([C:36]2[CH:35]=[C:34]([F:33])[CH:39]=[CH:38][C:37]=2[S:43][CH3:44])[N:27]=[C:26]([S:31][CH3:32])[N:25]=1. Procedure details: Method as described for intermediate 5 using 4,6-dichloro-2-(methylthio)pyrimidine and 5-fluoro-2-(methylthio)phenylboronic acid. The residue was purified further by flash chromatography (0-10% EtOAc in petroleum ether (40:60) to afford 4-chloro-6-(5-fluoro-2-(methylthio)phenyl)-2-(methylthio)pyrimidine as a white solid, (500 mg, 42%) The reactants are CCCC[Mg+], CCOP(Cl)OCC, [Cl-]. The product is CCCCP(OCC)OCC. As a reaction SMILES: [CH2:10]([CH2:11][CH2:12][CH3:13])[Mg+:14].[CH2:1]([CH3:2])[O:3][P:4]([O:5][CH2:6][CH3:7])[Cl:8].[Cl-:9]>>[CH2:1]([CH3:2])[O:3][P:4]([O:5][CH2:6][CH3:7])[CH2:10][CH2:11][CH2:12][CH3:13].